From a dataset of the Open Reaction Database (ORD), a public repository of structured organic reaction records. describe an organic reaction: reactants, conditions, products, and yield Starting materials: BrC(Br)(Br)Br, ClCCl, O=C(OCc1ccccc1)N1CCCCC1CCO, c1ccc(P(c2ccccc2)c2ccccc2)cc1. Product: O=C(OCc1ccccc1)N1CCCCC1CCBr. Reaction SMILES: [C:20]([Br:21])([Br:22])([Br:23])[Br:24].[Cl:44][CH2:45][Cl:46].[OH:1][CH2:2][CH2:3][CH:4]1[N:5]([C:10](=[O:11])[O:12][CH2:13][c:14]2[cH:15][cH:16][cH:17][cH:18][cH:19]2)[CH2:6][CH2:7][CH2:8][CH2:9]1.[c:25]1([P:26]([c:27]2[cH:28][cH:29][cH:30][cH:31][cH:32]2)[c:33]2[cH:34][cH:35][cH:36][cH:37][cH:38]2)[cH:39][cH:40][cH:41][cH:42][cH:43]1>>[CH2:2]([CH2:3][CH:4]1[N:5]([C:10](=[O:11])[O:12][CH2:13][c:14]2[cH:15][cH:16][cH:17][cH:18][cH:19]2)[CH2:6][CH2:7][CH2:8][CH2:9]1)[Br:21]. Yield: 90.9%. The solvent is CO (methanol). Product: COC(C1=CC=C(C=C1)\C=C\C(=O)C1=C(C=C(C=C1)Cl)NC1=CC=CC=C1)=O (4-[(E)-3-(4-chloro-2-phenylamino-phenyl)-3-oxo-propenyl]-benzoic acid methyl ester). Reported procedure: A 2 L 3-necked round-bottomed flask equipped with a stirrer, a nitrogen bubbler, an addition funnel and a thermometer was charged with 1-(4-chloro-2-(phenylamino)phenyl)ethanone (79.3 g, 323 mmol) and methanol (628 g, 793 mL). The reaction was treated while stirring with a solution of sodium methoxide (25 wt % in methanol, 119 mL, 520 mmol) followed by addition of methyl 4-formylbenzoate (53.0 g, 323 mmol). The reaction mixture was allowed to stir overnight. At this time, the reaction was cooled... The reactants are C[O-].[Na+] (sodium methoxide), ClC1=CC(=C(C=C1)C(C)=O)NC1=CC=CC=C1 (1-(4-chloro-2-(phenylamino)phenyl)ethanone), C(=O)C1=CC=C(C(=O)OC)C=C1 (methyl 4-formylbenzoate). RXN SMILES: [Cl:1][C:2]1[CH:7]=[CH:6][C:5]([C:8](=[O:10])[CH3:9])=[C:4]([NH:11][C:12]2[CH:17]=[CH:16][CH:15]=[CH:14][CH:13]=2)[CH:3]=1.C[O-].[Na+].[CH:21]([C:23]1[CH:32]=[CH:31][C:26]([C:27]([O:29][CH3:30])=[O:28])=[CH:25][CH:24]=1)=O>CO>[CH3:30][O:29][C:27](=[O:28])[C:26]1[CH:31]=[CH:32][C:23](/[CH:21]=[CH:9]/[C:8]([C:5]2[CH:6]=[CH:7][C:2]([Cl:1])=[CH:3][C:4]=2[NH:11][C:12]2[CH:13]=[CH:14][CH:15]=[CH:16][CH:17]=2)=[O:10])=[CH:24][CH:25]=1 |f:1.2|. Reaction conditions: time 8 hour.